This data is from the Open Reaction Database (ORD), a public repository of structured organic reaction records. The task is: describe an organic reaction: reactants, conditions, products, and yield Reactants: COC1=CC=2CC[C@H]3[C@@H]4CCC([C@@]4(C)CC[C@@H]3C2C=C1)NCCCCCCN (N-(3-methoxy-1,3,5(10)-estratrien-17-yl)-1,6-hexanediamine), C1(=C(C(=C(C(=C1F)F)F)N)F)N.Cl.Cl (dihydrochloride). Product: Cl.Cl.NCCCCCN[C@@H]1[C@]2(C)[C@@H](CC1)[C@@H]1CCC=3C=C(C=CC3[C@H]1CC2)OC (N-(5-aminopentyl)-3-methoxyestra-1,3,5(10)-triene-17β-amine, dihydrochloride). Reaction SMILES: [CH3:1][O:2][C:3]1[CH:20]=[CH:19][C:18]2[C@@H:17]3[C@H:8]([C@H:9]4[C@@:13]([CH2:15][CH2:16]3)([CH3:14])[CH:12]([NH:21][CH2:22][CH2:23]CCCCN)[CH2:11][CH2:10]4)[CH2:7][CH2:6][C:5]=2[CH:4]=1.[C:29]1(N)C(F)=C(F)C(F)=[C:31]([NH2:38])[C:30]=1F.[ClH:41].Cl>>[ClH:41].[ClH:41].[NH2:38][CH2:31][CH2:30][CH2:29][CH2:23][CH2:22][NH:21][C@H:12]1[CH2:11][CH2:10][C@H:9]2[C@H:8]3[C@H:17]([CH2:16][CH2:15][C@:13]12[CH3:14])[C:18]1[CH:19]=[CH:20][C:3]([O:2][CH3:1])=[CH:4][C:5]=1[CH2:6][CH2:7]3 |f:1.2.3,4.5.6|. Reported procedure: N-(3-methoxy-1,3,5(10)-estratrien-17-yl)-1,6-hexanediamine and the corresponding dihydrochloride salt; The reactants are [H-].[H-].[H-].[H-].[Li+].[Al+3] (LiAlH4), [OH-].[Na+] (NaOH), C1(=CC=CC=C1)CN1C[C@H]2COCCN2C(C1=O)=O ((9aS)-8-(phenylmethyl)hexahydropyrazino[2,1-c][1,4]oxazine-6,7-dione), O (water), O (water). The reagents and catalysts are C1(=CC=CC=C1)CN1C[C@H]2COCCN2C(C1=O)=O ((9aS)-8-(phenylmethyl)hexahydropyrazino[2,1-c][1,4]oxazine-6,7-dione). Run in CCOCC (Et2O), CCOCC (Et2O), CCOC(=O)C (EtOAc), CCOC(=O)C (EtOAc). Run at temperature 35 celsius, time 6 day. Product: C1(=CC=CC=C1)CN1C[C@H]2COCCN2CC1 ((9aS)-8-(phenylmethyl)octahydropyrazino[2,1-c][1,4]oxazine). Yield: 102.2%. RXN SMILES: [C:1]1([CH2:7][N:8]2[C:17](=O)[C:16](=O)[N:15]3[C@H:10]([CH2:11][O:12][CH2:13][CH2:14]3)[CH2:9]2)[CH:6]=[CH:5][CH:4]=[CH:3][CH:2]=1.[H-].[H-].[H-].[H-].[Li+].[Al+3].O.[OH-].[Na+]>CCOCC.CCOC(C)=O.C1(CN2C(=O)C(=O)N3[C@H](COCC3)C2)C=CC=CC=1>[C:1]1([CH2:7][N:8]2[CH2:17][CH2:16][N:15]3[C@H:10]([CH2:11][O:12][CH2:13][CH2:14]3)[CH2:9]2)[CH:2]=[CH:3][CH:4]=[CH:5][CH:6]=1 |f:1.2.3.4.5.6,8.9|. Procedure details: To a 0° C. mixture of two combined batches of (9aS)-8-(phenylmethyl)hexahydropyrazino[2,1-c][1,4]oxazine-6,7-dione (combined total 42.29 g, 162.5 mmol) in Et2O (406 mL) was added 1 M LiAlH4 in Et2O (406 mL, 406 mmol) via dropping funnel over 40 min. The mixture was then warmed to 35° C. and stirred for 6 days. The mixture was then cooled to 0° C., and EtOAc (100 mL) was slowly added, followed by water (20 mL), 15% aqueous NaOH (20 mL), and water (60 mL). The mixture was vigorously stirred for 1 ... Reactants: C(C)(C)N1CCN(CC1)C(=O)C1=CC=C(C=O)C=C1 (4-(4-isopropyl-piperazine-1-carbonyl)-benzaldehyde), N1CCOCC1 (morpholine), [BH-](OC(=O)C)(OC(=O)C)OC(=O)C.[Na+] (NaBH(OAc)3). The solvent is C1CCOC1 (THF). Conditions: time 15 minute. The product is C(C)(C)N1CCN(CC1)C(=O)C1=CC=C(C=C1)CN1CCOCC1 ((4-Isopropyl-piperazin-1-yl)-(4-morpholin-4-ylmethyl-phenyl)-methanone). Reaction SMILES: [CH:1]([N:4]1[CH2:9][CH2:8][N:7]([C:10]([C:12]2[CH:19]=[CH:18][C:15]([CH:16]=O)=[CH:14][CH:13]=2)=[O:11])[CH2:6][CH2:5]1)([CH3:3])[CH3:2].[NH:20]1[CH2:25][CH2:24][O:23][CH2:22][CH2:21]1.[BH-](OC(C)=O)(OC(C)=O)OC(C)=O.[Na+]>C1COCC1>[CH:1]([N:4]1[CH2:9][CH2:8][N:7]([C:10]([C:12]2[CH:19]=[CH:18][C:15]([CH2:16][N:20]3[CH2:25][CH2:24][O:23][CH2:22][CH2:21]3)=[CH:14][CH:13]=2)=[O:11])[CH2:6][CH2:5]1)([CH3:3])[CH3:2] |f:2.3|. Procedure details: To a solution of 4-(4-isopropyl-piperazine-1-carbonyl)-benzaldehyde (32.0 g, 123 mmol) in THF (650 mL) was added morpholine (21.4 g, 246 mmol), in a slow stream via an addition funnel over 15 min, and the resulting mixture was stirred at room temperature for 40 min. The reaction mixture was treated with NaBH(OAc)3 (38.4 g, 172 mmol) in portions over 40 min, was stirred at room temperature for 16 h, and then concentrated to a residue. The residue was diluted with EtOAc (400 mL), cooled to 0° C., ... RXN SMILES: [C:1]([NH:5][S:6]([C:9]1[C:10]([C:15]2[CH:20]=[CH:19][C:18](B3OC(C)(C)C(C)(C)O3)=[C:17]([F:30])[CH:16]=2)=[CH:11][CH:12]=[CH:13][CH:14]=1)(=[O:8])=[O:7])([CH3:4])([CH3:3])[CH3:2].Br[C:32]1[N:37]=[CH:36][C:35]([NH2:38])=[CH:34][CH:33]=1.C([O-])([O-])=O.[Na+].[Na+].C(Cl)Cl>C(OCC)(=O)C.O.O1CCOCC1>[NH2:38][C:35]1[CH:34]=[CH:33][C:32]([C:18]2[CH:19]=[CH:20][C:15]([C:10]3[C:9]([S:6]([NH:5][C:1]([CH3:4])([CH3:3])[CH3:2])(=[O:8])=[O:7])=[CH:14][CH:13]=[CH:12][CH:11]=3)=[CH:16][C:17]=2[F:30])=[N:37][CH:36]=1 |f:2.3.4|. Reaction conditions: time 10 minute. Solvent: C(C)(=O)OCC (ethyl acetate), O (water), O1CCOCC1 (1,4-Dioxane). The reactants are C(Cl)Cl (CH2Cl2), C(C)(C)(C)NS(=O)(=O)C=1C(=CC=CC1)C1=CC(=C(C=C1)B1OC(C(O1)(C)C)(C)C)F (N-(tert-Butyl)-3′-fluoro-4′-(4,4,5,5-tetramethyl-1,3,2-dioxaborolan-2-yl)-[1,1′-biphenyl]-2-sulfonamide), BrC1=CC=C(C=N1)N (6-bromopyridin-3-amine), C(=O)([O-])[O-].[Na+].[Na+] (Na2CO3). Reported procedure: N-(tert-Butyl)-3′-fluoro-4′-(4,4,5,5-tetramethyl-1,3,2-dioxaborolan-2-yl)-[1,1′-biphenyl]-2-sulfonamide (37 mg, 0.085 mmol) and 6-bromopyridin-3-amine (22 mg, 0.13 mmol) were added to a 5 mL sealable vial equipped with a stir bar. 1,4-Dioxane (0.2 mL) and 2 M Na2CO3 (0.2 mL) were added. Argon was bubbled through the solvent while it was rapidly stirred for 10 min then Pd(dppf)Cl2.CH2Cl2 (3 mg, 0.004 mmol) was added, and the mixture stirred for 15 hours at 80° Celsius under an argon atmosphere. T... Product: NC=1C=CC(=NC1)C1=C(C=C(C=C1)C=1C(=CC=CC1)S(=O)(=O)NC(C)(C)C)F (4′-(5-Aminopyridin-2-yl)-N-tert-butyl-3′-fluorobiphenyl-2-sulfonamide).